This data is from the Open Reaction Database (ORD), a public repository of structured organic reaction records. The task is: describe an organic reaction: reactants, conditions, products, and yield As a reaction SMILES: [C:74]([Cl:75])(=[O:76])[CH2:77][CH2:78][CH3:79].[Cl:1][c:2]1[n:3][c:4]([NH:25][CH2:26][CH:27]([c:28]2[cH:29][cH:30][cH:31][cH:32][cH:33]2)[c:34]2[cH:35][cH:36][cH:37][cH:38][cH:39]2)[c:5]2[n:6][cH:7][n:8]([CH:11]3[CH:12]([OH:24])[CH:13]([OH:23])[CH:14]([NH:16][C:17](=[O:18])[CH:19]4[CH2:20][CH2:21][CH2:22]4)[CH2:15]3)[c:9]2[n:10]1.[ClH:40].[NH2:41][CH:42]1[CH2:43][CH:44]([n:45]2[cH:46][n:47][c:48]3[c:49]2[n:50][c:51]([Cl:52])[n:53][c:54]3[NH:55][CH2:56][CH:57]([c:58]2[cH:59][cH:60][cH:61][cH:62][cH:63]2)[c:64]2[cH:65][cH:66][cH:67][cH:68][cH:69]2)[CH:70]([OH:71])[CH:72]1[OH:73]>>[Cl:1][c:2]1[n:3][c:4]([NH:25][CH2:26][CH:27]([c:28]2[cH:29][cH:30][cH:31][cH:32][cH:33]2)[c:34]2[cH:35][cH:36][cH:37][cH:38][cH:39]2)[c:5]2[n:6][cH:7][n:8]([CH:11]3[CH:12]([OH:24])[CH:13]([OH:23])[CH:14]([NH:16][C:17](=[O:18])[CH2:19][CH2:20][CH3:21])[CH2:15]3)[c:9]2[n:10]1. Product: CCCC(=O)NC1CC(n2cnc3c(NCC(c4ccccc4)c4ccccc4)nc(Cl)nc32)C(O)C1O. Reactants: CCCC(=O)Cl, O=C(NC1CC(n2cnc3c(NCC(c4ccccc4)c4ccccc4)nc(Cl)nc32)C(O)C1O)C1CCC1, Cl, NC1CC(n2cnc3c(NCC(c4ccccc4)c4ccccc4)nc(Cl)nc32)C(O)C1O. The reactants are C1=C2N(C=N1)CCC2=O (5,6-dihydro-7Hpyrrolo[1,2-c]imidazol-7-one), C(CCC)[Li] (n-butyl lithium), BrC=1C=C(C=CC1)C1=CC=C(C=C1)F (3-bromo-4′-fluoro-1,1′-biphenyl), [Cl-].[NH4+] (ammonium chloride). Solvent: C1CCOC1 (THF), CCCCCC (hexane), C1CCOC1 (THF). Run at temperature -78 celsius, time 30 minute. Yields the product FC1=CC=C(C=C1)C1=CC(=CC=C1)C1(CCN2C=NC=C21)O (7-(4′-fluoro[1,1′-biphenyl]-3-yl)-6,7-dihydro-5H-pyrrolo[1,2-c]imidazol-7-ol). Isolated yield 45.1%. Reaction SMILES: C([Li])CCC.Br[C:7]1[CH:8]=[C:9]([C:13]2[CH:18]=[CH:17][C:16]([F:19])=[CH:15][CH:14]=2)[CH:10]=[CH:11][CH:12]=1.[CH:20]1[N:24]=[CH:23][N:22]2[CH2:25][CH2:26][C:27](=[O:28])[C:21]=12.[Cl-].[NH4+]>CCCCCC.C1COCC1>[F:19][C:16]1[CH:17]=[CH:18][C:13]([C:9]2[CH:10]=[CH:11][CH:12]=[C:7]([C:27]3([OH:28])[C:21]4[N:22]([CH:23]=[N:24][CH:20]=4)[CH2:25][CH2:26]3)[CH:8]=2)=[CH:14][CH:15]=1 |f:3.4|. Reported procedure: A solution (1.6 M; 1.98 ml) of n-butyl lithium in hexane was gently added dropwise to a solution of 3-bromo-4′-fluoro-1,1′-biphenyl (753 mg) in THF (10 ml) at −78° C., and the mixture was stirred at −78° C. for 30 min. A solution of 5,6-dihydro-7Hpyrrolo[1,2-c]imidazol-7-one (244 mg) in THF (10 ml) solution was gently added dropwise and the mixture was stirred at −78° C. for 1 h. A saturated aqueous ammonium chloride solution was added to the reaction mixture and the mixture was extracted with e...